From a dataset of the Open Reaction Database (ORD), a public repository of structured organic reaction records. describe an organic reaction: reactants, conditions, products, and yield Starting materials: ClC=1C2=C(N=CN1)C=CN2CC (4-chloro-5-ethyl-5H-pyrrolo[3,2-d]pyrimidine), CC=1C=C(N)C=CC1OC=1C=NC(=CC1)C (3-methyl-4-[(6-methylpyridin-3-yl)oxy]aniline). Run in CN1C(CCC1)=O (1-methyl-2-pyrrolidone). The product is C(C)N1C=CC=2N=CN=C(C21)NC2=CC(=C(C=C2)OC=2C=NC(=CC2)C)C (5-ethyl-N-{3-methyl-4-[(6-methylpyridin-3-yl)oxy]phenyl}-5H-pyrrolo[3,2-d]pyrimidin-4-amine). The yield is 39.8%. Reaction SMILES: Cl[C:2]1[C:3]2[N:10]([CH2:11][CH3:12])[CH:9]=[CH:8][C:4]=2[N:5]=[CH:6][N:7]=1.[CH3:13][C:14]1[CH:15]=[C:16]([CH:18]=[CH:19][C:20]=1[O:21][C:22]1[CH:23]=[N:24][C:25]([CH3:28])=[CH:26][CH:27]=1)[NH2:17]>CN1CCCC1=O>[CH2:11]([N:10]1[C:3]2[C:2]([NH:17][C:16]3[CH:18]=[CH:19][C:20]([O:21][C:22]4[CH:23]=[N:24][C:25]([CH3:28])=[CH:26][CH:27]=4)=[C:14]([CH3:13])[CH:15]=3)=[N:7][CH:6]=[N:5][C:4]=2[CH:8]=[CH:9]1)[CH3:12]. Reported procedure: To a solution of 4-chloro-5-ethyl-5H-pyrrolo[3,2-d]pyrimidine (85 mg) in 1-methyl-2-pyrrolidone (0.94 mL) was added 3-methyl-4-[(6-methylpyridin-3-yl)oxy]aniline (150 mg). The title compound (67 mg) was obtained as white powder crystals by the reaction in the same manner as in Example 29. Starting materials: Cc1cccc(C)c1NN, O=C(Cl)OCCCl, O, c1ccncc1. The product is Cc1cccc(C)c1NNC(=O)OCCCl. RXN SMILES: [CH3:1][c:2]1[c:3]([NH:9][NH2:10])[c:4]([CH3:8])[cH:5][cH:6][cH:7]1.[Cl:17][CH2:18][CH2:19][O:20][C:21](=[O:22])[Cl:23].[OH2:24].[cH:11]1[cH:12][cH:13][n:14][cH:15][cH:16]1>>[CH3:1][c:2]1[c:3]([NH:9][NH:10][C:21]([O:20][CH2:19][CH2:18][Cl:17])=[O:22])[c:4]([CH3:8])[cH:5][cH:6][cH:7]1. Reported procedure: (2-Carboxyethyl)triphenylphosphonium bromide (150 g, 361 mmol) was suspended in tetrahydrofuran (500 mL) and 2,4-dimethylbenzaldehyde (55.4 mL, 397 mmol) was added thereto. A solution of potassium t-butoxide (81.1 g, 722 mmol) in tetrahydrofuran (300 mL) was added thereto under nitrogen atmosphere over 10 minutes and the mixture was stirred under ice-cooling for 3 hours. Water was added to the reaction mixture to stop the reaction and the temperature of the liquid was returned to room temperatur... RXN SMILES: [Br-].[C:2]([CH2:5][CH2:6][P+](C1C=CC=CC=1)(C1C=CC=CC=1)C1C=CC=CC=1)([OH:4])=[O:3].[CH3:26][C:27]1[CH:34]=[C:33]([CH3:35])[CH:32]=[CH:31][C:28]=1[CH:29]=O.CC(C)([O-])C.[K+].O>O1CCCC1>[CH3:26][C:27]1[CH:34]=[C:33]([CH3:35])[CH:32]=[CH:31][C:28]=1[CH:29]=[CH:6][CH2:5][C:2]([OH:4])=[O:3] |f:0.1,3.4|. Conditions: time 10 minute. Yields the product CC1=C(C=CC(=C1)C)C=CCC(=O)O (4-(2,4-dimethylphenyl)-3-butenoic acid). Yield: 53.9%. The solvent is O1CCCC1 (tetrahydrofuran), O1CCCC1 (tetrahydrofuran). The reactants are [Br-].C(=O)(O)CC[P+](C1=CC=CC=C1)(C1=CC=CC=C1)C1=CC=CC=C1 ((2-Carboxyethyl)triphenylphosphonium bromide), CC(C)([O-])C.[K+] (potassium t-butoxide), O (Water), CC1=C(C=O)C=CC(=C1)C (2,4-dimethylbenzaldehyde). The reactants are C[C@@H](C(=O)N1CCC[C@H]1C(=O)N2CCC[C@H]2C(=O)N3CCC[C@H]3C(=O)N4CCC[C@H]4C(=O)N5CCC[C@H]5C(=O)N6CCC[C@H]6C(=O)O)NC(=O)[C@@H]7CCCN7C(=O)[C@H](CC(=O)O)NC(=O)[C@H](CC8=CC=C(C=C8)O)N.C1(=CC=CC=C1)C (TMOF toluene), CNC1=CC=CC=C1 (N-methylaniline), C(C1=CC=CC=C1)N1C(SCC1=O)=S (3-benzylrhodanine). Yields the product C(C1=CC=CC=C1)N1C(SC(C1=O)=CN(C)C1=CC=CC=C1)=S (3-benzyl-5-[(N-methyl-phenylamino)-methylene]-2-thioxothiazolidin-4-one). Isolated yield 39.0%. As a reaction SMILES: [CH3:1][C@H](NC([C@H]1N(C([C@@H](NC([C@@H](N)CC2C=CC(O)=CC=2)=O)CC(O)=O)=O)CCC1)=O)C(N1[C@H](C(N2[C@H](C(N3[C@H](C(N4[C@H](C(N5[C@H](C(N6[C@H](C(O)=O)CCC6)=O)CCC5)=O)CCC4)=O)CCC3)=O)CCC2)=O)CCC1)=O.C1(C)C=CC=CC=1.[CH3:83][NH:84][C:85]1[CH:90]=[CH:89][CH:88]=[CH:87][CH:86]=1.[CH2:91]([N:98]1[C:102](=[O:103])[CH2:101][S:100][C:99]1=[S:104])[C:92]1[CH:97]=[CH:96][CH:95]=[CH:94][CH:93]=1>>[CH2:91]([N:98]1[C:102](=[O:103])[C:101](=[CH:83][N:84]([C:85]2[CH:90]=[CH:89][CH:88]=[CH:87][CH:86]=2)[CH3:1])[S:100][C:99]1=[S:104])[C:92]1[CH:93]=[CH:94][CH:95]=[CH:96][CH:97]=1 |f:0.1|. Procedure details: To a mixture of TMOF-toluene (1:1, 6 mL, anhyd) was added N-methylaniline (0.33 mL, 3.0 mmol) and 3-benzylrhodanine (0.67 g, 3.0 mmol). After heating at reflux for 2 h, the reaction mixture was cooled, concentrated and chromatographed (silica gel, 0:100 to 40:60 EtOAc-Hex) to yield the title product (0.40 g, 39%) as a yellow solid. 1H-NMR (CDCl3): δ 7.79 (1H, s), 7.34-7.47 (5H, m), 7.17-7.31 (5H, m), 5.25 (2H, s), 3.54 (3H, s). The reactants are CC(=O)OC(C)=O, CCOC(C)=O, ClCCl, Cc1cc(-c2cccc(N)c2)cc(C)c1OCC1CCCN(C)C1, O, c1ccncc1. Yields the product CC(=O)Nc1cccc(-c2cc(C)c(OCC3CCCN(C)C3)c(C)c2)c1. Reaction SMILES: [CH3:31][C:32](=[O:33])[O:34][C:35](=[O:36])[CH3:37].[CH3:42][CH2:43][O:44][C:45](=[O:46])[CH3:47].[Cl:38][CH2:39][Cl:40].[NH2:1][c:2]1[cH:3][c:4](-[c:8]2[cH:9][c:10]([CH3:24])[c:11]([O:12][CH2:13][CH:14]3[CH2:15][N:16]([CH3:20])[CH2:17][CH2:18][CH2:19]3)[c:21]([CH3:23])[cH:22]2)[cH:5][cH:6][cH:7]1.[OH2:41].[cH:25]1[cH:26][cH:27][n:28][cH:29][cH:30]1>>[NH:1]([c:2]1[cH:3][c:4](-[c:8]2[cH:9][c:10]([CH3:24])[c:11]([O:12][CH2:13][CH:14]3[CH2:15][N:16]([CH3:20])[CH2:17][CH2:18][CH2:19]3)[c:21]([CH3:23])[cH:22]2)[cH:5][cH:6][cH:7]1)[C:32]([CH3:31])=[O:33].